Dataset: the Open Reaction Database (ORD), a public repository of structured organic reaction records. Task: describe an organic reaction: reactants, conditions, products, and yield The reactants are BrC1=CC(=C(NC(C(C)(C)C)=O)C=C1)F (4-bromo-2-fluoro-N-pivaloylaniline), C(C)OC(=C)[Sn](CCCC)(CCCC)CCCC (1-ethoxyvinyltributyltin). Procedure: 70.6 g (258 mmol) of the above 4-bromo-2-fluoro-N-pivaloylaniline was dissolved in 500 mL of toluene under argon atmosphere, 108 mL (310 mmol) of 1-ethoxyvinyltributyltin and 1.80 g (2.57 mmol) of bis(triphenylphosphine)palladium (II) chloride were added, and the mixture was stirred at 100° C. for 5 hours. The reaction solution was cooled on ice, 500 mL of 2N HCL was added, and the mixture was stirred at room temperature for 2 hours. The insoluble matters were filtered off and the filtrate was e... Isolated yield 99.3%. As a reaction SMILES: Br[C:2]1[CH:14]=[CH:13][C:5]([NH:6][C:7](=[O:12])[C:8]([CH3:11])([CH3:10])[CH3:9])=[C:4]([F:15])[CH:3]=1.[CH2:16]([O:18]C([Sn](CCCC)(CCCC)CCCC)=C)[CH3:17]>C1(C)C=CC=CC=1.C1C=CC(P(C2C=CC=CC=2)C2C=CC=CC=2)=CC=1.C1C=CC(P(C2C=CC=CC=2)C2C=CC=CC=2)=CC=1.Cl[Pd]Cl>[F:15][C:4]1[CH:3]=[C:2]([C:16](=[O:18])[CH3:17])[CH:14]=[CH:13][C:5]=1[NH:6][C:7](=[O:12])[C:8]([CH3:11])([CH3:10])[CH3:9] |f:3.4.5|. Reagents/catalysts: C1=CC=C(C=C1)P(C2=CC=CC=C2)C3=CC=CC=C3.C1=CC=C(C=C1)P(C2=CC=CC=C2)C3=CC=CC=C3.Cl[Pd]Cl (bis(triphenylphosphine)palladium (II) chloride). Reaction conditions: temperature 100 celsius, time 5 hour. Run in C1(=CC=CC=C1)C (toluene). Product: FC=1C=C(C=CC1NC(C(C)(C)C)=O)C(C)=O (3'-fluoro-4'-pivaloylaminoacetophenone). The reactants are [BH4-], CO, COCCCOc1cc(C)ccc1C=O, [Na+], O. The product is COCCCOc1cc(C)ccc1CO. Reaction SMILES: [BH4-:16].[CH3:19][OH:20].[CH3:1][O:2][CH2:3][CH2:4][CH2:5][O:6][c:7]1[c:8]([CH:9]=[O:10])[cH:11][cH:12][c:13]([CH3:15])[cH:14]1.[Na+:17].[OH2:18]>>[CH3:1][O:2][CH2:3][CH2:4][CH2:5][O:6][c:7]1[c:8]([CH2:9][OH:10])[cH:11][cH:12][c:13]([CH3:15])[cH:14]1. Starting materials: O=C(c1ncc[nH]1)c1ncc[nH]1, Cl, NCC(F)(F)F, C1CCC2=NCCCN2CC1, COC(=O)C1CC(=O)N(Cc2ccccc2)C1, C1CCOC1. Yields the product O=C(NCC(F)(F)F)C1CC(=O)N(Cc2ccccc2)C1. As a reaction SMILES: [C:18]([c:19]1[nH:20][cH:21][cH:22][n:23]1)([c:24]1[nH:25][cH:26][cH:27][n:28]1)=[O:29].[ClH:30].[F:31][C:32]([CH2:33][NH2:34])([F:35])[F:36].[N:37]12[CH2:38][CH2:39][CH2:40][N:41]=[C:42]1[CH2:43][CH2:44][CH2:45][CH2:46][CH2:47]2.[O:1]=[C:2]1[CH2:3][CH:4]([C:14]([O:16][CH3:15])=[O:17])[CH2:5][N:6]1[CH2:7][c:8]1[cH:9][cH:10][cH:11][cH:12][cH:13]1.[O:48]1[CH2:49][CH2:50][CH2:51][CH2:52]1>>[O:1]=[C:2]1[CH2:3][CH:4]([C:14](=[O:16])[NH:34][CH2:33][C:32]([F:31])([F:35])[F:36])[CH2:5][N:6]1[CH2:7][c:8]1[cH:9][cH:10][cH:11][cH:12][cH:13]1. The reactants are ClC1=CC=C(C=C1)C1=CC(=C(C=C1)C(=O)O)OC (4′-chloro-3-methoxy-biphenyl-4-carboxylic acid), OC=1C(=NC=CC1)C(=O)O (3-hydroxy picolinic acid), C(C)(C)N(CC)C(C)C (diisopropylethylamine), CN(CCCN=C=NCC)C (1-(3-dimethylamino-propyl)-3-ethylcarbodiimide), ON1N=NC2=C1C=CC=C2 (1-hydroxybenzotriazole), methylamino-acetic acid ester hydrochloride. Solvent: CN(C)C=O (DMF). Run at time 5 minute. Yields the product C(C)OC(CN(C)C(=O)C1=NC=CC=C1O)=O ([(3-Hydroxy-pyridine-2-carbonyl)-methyl-amino]-acetic acid ethyl ester). The yield is 15.0%. Reaction SMILES: ClC1C=CC([C:8]2[CH:13]=C[C:11]([C:14]([OH:16])=O)=[C:10]([O:17]C)[CH:9]=2)=CC=1.OC1[C:21]([C:26]([OH:28])=[O:27])=[N:22][CH:23]=CC=1.[CH:29](N(C(C)C)CC)(C)[CH3:30].C[N:39](C)CCCN=C=NCC.ON1C2C=CC=CC=2N=N1>CN(C=O)C>[CH2:29]([O:28][C:26](=[O:27])[CH2:21][N:22]([C:14]([C:11]1[C:10]([OH:17])=[CH:9][CH:8]=[CH:13][N:39]=1)=[O:16])[CH3:23])[CH3:30]. Reported procedure: Preparation of [(3-hydroxy-pyridine-2-carbonyl)methylamino]acetic acid ethyl ester 31): To a solution of 3-hydroxy picolinic acid (0.40 g, 2.88 mmol) in DMF (5 mL) is added diisopropylethylamine (DIPEA) (1.50 ml, 8.63 mmol), 1-(3-dimethylamino-propyl)-3-ethylcarbodiimide (EDCI) (0.825 g, 4.31 mmol) and 1-hydroxybenzotriazole (HOBt) (0.039 g, 0.29 mmol). The reaction mixture is stirred for 5 minutes then methylamino-acetic acid ester hydrochloride (0.663 g, 4.31 mmol) is added. The reaction is st...